From a dataset of the Open Reaction Database (ORD), a public repository of structured organic reaction records. describe an organic reaction: reactants, conditions, products, and yield Reactants: C(C1=CC=CC=C1)OC1=C(C=C(C(=C1)OCC1=CC=CC=C1)C(=C)C)C(=O)N1CC2=CC=C(C=C2C1)C1(CCN(CC1)C)O ((2,4-Bis-benzyloxy-5-isopropenyl-phenyl)-[5-(4-hydroxy-1-methyl-piperidin-4-yl)-1,3-dihydro-isoindol-2-yl]-methanone). Reagents/catalysts: [Pd] (palladium on charcoal). Run in CO (methanol). The product is OC1=C(C=C(C(=C1)O)C(C)C)C(=O)N1CC2=CC=C(C=C2C1)C1(CCN(CC1)C)O ((2,4-Dihydroxy-5-isopropyl-phenyl)-[5-(4-hydroxy-1-methyl-piperidin-4-yl)-1,3-dihydro-isoindol-2-yl]-methanone). Isolated yield 101.0%. RXN SMILES: C([O:8][C:9]1[CH:14]=[C:13]([O:15]CC2C=CC=CC=2)[C:12]([C:23]([CH3:25])=[CH2:24])=[CH:11][C:10]=1[C:26]([N:28]1[CH2:36][C:35]2[C:30](=[CH:31][CH:32]=[C:33]([C:37]3([OH:44])[CH2:42][CH2:41][N:40]([CH3:43])[CH2:39][CH2:38]3)[CH:34]=2)[CH2:29]1)=[O:27])C1C=CC=CC=1>CO.[Pd]>[OH:8][C:9]1[CH:14]=[C:13]([OH:15])[C:12]([CH:23]([CH3:25])[CH3:24])=[CH:11][C:10]=1[C:26]([N:28]1[CH2:36][C:35]2[C:30](=[CH:31][CH:32]=[C:33]([C:37]3([OH:44])[CH2:42][CH2:41][N:40]([CH3:43])[CH2:39][CH2:38]3)[CH:34]=2)[CH2:29]1)=[O:27]. Procedure details: (2,4-Bis-benzyloxy-5-isopropenyl-phenyl)-[5-(4-hydroxy-1-methyl-piperidin-4-yl)-1,3-dihydro-isoindol-2-yl]-methanone (Example 50F) (1.62 g, 2.75 mmol) was dissolved in methanol (50 mL) and hydrogenated at 50° C. over 10% palladium on charcoal using an H-cube hydrogenation apparatus, under free hydrogen conditions. Concentration afforded the title compound (1.14 g, 100%) as a yellow solid, the NMR and mass spectrometric data of which were as set out in Example 50E. Reactants: FC(F)c1cc(-c2ccc(C(F)(F)F)cc2)nc(-c2cccc(Br)c2)n1, CC(C)(C)NS(=O)(=O)c1ccc(B2OC(C)(C)C(C)(C)O2)s1. The product is CC(C)(C)NS(=O)(=O)c1ccc(-c2cccc(-c3nc(-c4ccc(C(F)(F)F)cc4)cc(C(F)F)n3)c2)s1. As a reaction SMILES: [Br:1][c:2]1[cH:3][c:4](-[c:8]2[n:9][c:10](-[c:17]3[cH:18][cH:19][c:20]([C:23]([F:24])([F:25])[F:26])[cH:21][cH:22]3)[cH:11][c:12]([CH:14]([F:15])[F:16])[n:13]2)[cH:5][cH:6][cH:7]1.[C:27]([CH3:28])([CH3:29])([CH3:30])[NH:31][S:32](=[O:33])(=[O:34])[c:35]1[s:36][c:37]([B:40]2[O:41][C:42]([CH3:43])([CH3:44])[C:45]([CH3:46])([CH3:47])[O:48]2)[cH:38][cH:39]1>>[c:2]1(-[c:37]2[s:36][c:35]([S:32]([NH:31][C:27]([CH3:28])([CH3:29])[CH3:30])(=[O:33])=[O:34])[cH:39][cH:38]2)[cH:3][c:4](-[c:8]2[n:9][c:10](-[c:17]3[cH:18][cH:19][c:20]([C:23]([F:24])([F:25])[F:26])[cH:21][cH:22]3)[cH:11][c:12]([CH:14]([F:15])[F:16])[n:13]2)[cH:5][cH:6][cH:7]1. The reactants are CCn1c(CO)nc2cccnc21, CCCCP(CCCC)CCCC, O=C(N=NC(=O)N1CCCCC1)N1CCCCC1, O=C1SC(Cc2ccc(O)cc2)C(=O)N1C(c1ccccc1)(c1ccccc1)c1ccccc1, c1ccccc1. The product is CCn1c(COc2ccc(CC3SC(=O)N(C(c4ccccc4)(c4ccccc4)c4ccccc4)C3=O)cc2)nc2cccnc21. RXN SMILES: [CH2:1]([CH3:2])[n:3]1[c:4]([CH2:12][OH:13])[n:5][c:6]2[c:7]1[n:8][cH:9][cH:10][cH:11]2.[CH2:48]([P:49]([CH2:50][CH2:51][CH2:52][CH3:53])[CH2:54][CH2:55][CH2:56][CH3:57])[CH2:58][CH2:59][CH3:60].[N:61]([C:62]([N:63]1[CH2:64][CH2:65][CH2:66][CH2:67][CH2:68]1)=[O:69])=[N:70][C:71]([N:72]1[CH2:73][CH2:74][CH2:75][CH2:76][CH2:77]1)=[O:78].[OH:14][c:15]1[cH:16][cH:17][c:18]([CH2:19][CH:20]2[C:21](=[O:45])[N:22]([C:26]([c:27]3[cH:28][cH:29][cH:30][cH:31][cH:32]3)([c:33]3[cH:34][cH:35][cH:36][cH:37][cH:38]3)[c:39]3[cH:40][cH:41][cH:42][cH:43][cH:44]3)[C:23](=[O:25])[S:24]2)[cH:46][cH:47]1.[cH:79]1[cH:80][cH:81][cH:82][cH:83][cH:84]1>>[CH2:1]([CH3:2])[n:3]1[c:4]([CH2:12][O:13][c:15]2[cH:16][cH:17][c:18]([CH2:19][CH:20]3[C:21](=[O:45])[N:22]([C:26]([c:27]4[cH:28][cH:29][cH:30][cH:31][cH:32]4)([c:33]4[cH:34][cH:35][cH:36][cH:37][cH:38]4)[c:39]4[cH:40][cH:41][cH:42][cH:43][cH:44]4)[C:23](=[O:25])[S:24]3)[cH:46][cH:47]2)[n:5][c:6]2[c:7]1[n:8][cH:9][cH:10][cH:11]2.